This data is from the Open Reaction Database (ORD), a public repository of structured organic reaction records. The task is: describe an organic reaction: reactants, conditions, products, and yield Procedure details: A suspension of cis-1-[6-chloro-2-(methylthio)-4-pyrimidinyl]-N-(phenylmethyl)-6-(trifluoromethyl)-3-piperidinecarboxamide (550 mg, 1.236 mmol) in CH3OH (5 mL) and water (1.5 mL) was cooled in an ice bath and treated slowly with a premixed solution of oxone (2280 mg, 3.71 mmol) in water (0.5 mL). The reaction was stirred at room temperature over the weekend. Water (10 mL) was added and the resulting mixture was filtered. The solid was dried in vacuum oven at 35° C. overnight to afford the crude ... Yields the product ClC1=CC(=NC(=N1)S(=O)(=O)C)N1CC(CCC1C(F)(F)F)C(=O)NCC1=CC=CC=C1 (1-[6-Chloro-2-(methylsulfonyl)-4-pyrimidinyl]-N-(phenylmethyl)-6-(trifluoromethyl)-3-piperidinecarboxamide). Starting materials: OOS(=O)[O-].[K+] (oxone), ClC1=CC(=NC(=N1)SC)N1C[C@H](CC[C@H]1C(F)(F)F)C(=O)NCC1=CC=CC=C1 (cis-1-[6-chloro-2-(methylthio)-4-pyrimidinyl]-N-(phenylmethyl)-6-(trifluoromethyl)-3-piperidinecarboxamide), CO (CH3OH). Reaction SMILES: [Cl:1][C:2]1[N:7]=[C:6](SC)[N:5]=[C:4]([N:10]2[C@H:15]([C:16]([F:19])([F:18])[F:17])[CH2:14][CH2:13][C@H:12]([C:20]([NH:22][CH2:23][C:24]3[CH:29]=[CH:28][CH:27]=[CH:26][CH:25]=3)=[O:21])[CH2:11]2)[CH:3]=1.O[O:31][S:32]([O-:34])=O.[K+].[CH3:36]O>O>[Cl:1][C:2]1[N:7]=[C:6]([S:32]([CH3:36])(=[O:34])=[O:31])[N:5]=[C:4]([N:10]2[CH:15]([C:16]([F:18])([F:19])[F:17])[CH2:14][CH2:13][CH:12]([C:20]([NH:22][CH2:23][C:24]3[CH:25]=[CH:26][CH:27]=[CH:28][CH:29]=3)=[O:21])[CH2:11]2)[CH:3]=1 |f:1.2|. Solvent: O (water), O (water), O (Water).